From a dataset of the Open Reaction Database (ORD), a public repository of structured organic reaction records. describe an organic reaction: reactants, conditions, products, and yield Reactants: CN(C)C=O, Cl, CCS(=O)(=O)c1ncc(C(=O)c2cc(F)ccc2OC)c(N)n1, NC1CCC(O)CC1, O. Yields the product COc1ccc(F)cc1C(=O)c1cnc(NC2CCC(O)CC2)nc1N. Reaction SMILES: [CH3:34][N:35]([CH3:36])[CH:37]=[O:38].[ClH:1].[NH2:10][c:11]1[n:12][c:13]([S:28]([CH2:29][CH3:30])(=[O:31])=[O:32])[n:14][cH:15][c:16]1[C:17](=[O:18])[c:19]1[c:20]([O:26][CH3:27])[cH:21][cH:22][c:23]([F:25])[cH:24]1.[NH2:2][CH:3]1[CH2:4][CH2:5][CH:6]([OH:9])[CH2:7][CH2:8]1.[OH2:33]>>[NH:2]([CH:3]1[CH2:4][CH2:5][CH:6]([OH:9])[CH2:7][CH2:8]1)[c:13]1[n:12][c:11]([NH2:10])[c:16]([C:17](=[O:18])[c:19]2[c:20]([O:26][CH3:27])[cH:21][cH:22][c:23]([F:25])[cH:24]2)[cH:15][n:14]1. Reactants: ClC=1C=CC(=C(C1)C1=CC(N(C=C1)C(C(=O)O)C)=O)C#N (2-[4-(5-chloro-2-cyanophenyl)-2-oxopyridin-1(2H)-yl]propanoic acid), NC1=CC(=C(C(=O)OC)C=C1)C (methyl 4-amino-2-methylbenzoate). The product is ClC=1C=CC(=C(C1)C1=CC(N(C=C1)C(C(=O)NC1=CC(=C(C(=O)OC)C=C1)C)C)=O)C#N (Methyl 4-({2-[4-(5-chloro-2-cyanophenyl)-2-oxopyridin-1(2H)-yl]propanoyl}amino)-2-methylbenzoate). Reaction SMILES: [Cl:1][C:2]1[CH:3]=[CH:4][C:5]([C:20]#[N:21])=[C:6]([C:8]2[CH:13]=[CH:12][N:11]([CH:14]([CH3:18])[C:15]([OH:17])=O)[C:10](=[O:19])[CH:9]=2)[CH:7]=1.[NH2:22][C:23]1[CH:32]=[CH:31][C:26]([C:27]([O:29][CH3:30])=[O:28])=[C:25]([CH3:33])[CH:24]=1>>[Cl:1][C:2]1[CH:3]=[CH:4][C:5]([C:20]#[N:21])=[C:6]([C:8]2[CH:13]=[CH:12][N:11]([CH:14]([CH3:18])[C:15]([NH:22][C:23]3[CH:32]=[CH:31][C:26]([C:27]([O:29][CH3:30])=[O:28])=[C:25]([CH3:33])[CH:24]=3)=[O:17])[C:10](=[O:19])[CH:9]=2)[CH:7]=1. Procedure: 120 mg (0.39 mmol) of 2-[4-(5-chloro-2-cyanophenyl)-2-oxopyridin-1(2H)-yl]propanoic acid (racemate) and 1.1 eq. of methyl 4-amino-2-methylbenzoate were reacted according to General Method 5A. Following aqueous work-up, the desired product was precipitated using a mixture of a little water, acetonitrile and DMF. Yield: 120 mg (69% of theory) Reactants: C1(=CC=CC=C1)NS(=O)(=O)NC(OC(C)(C)C)=O (tert-butyl N-phenylsulfamoylcarbamate), BrCCCCBr (1,4-dibromobutane), C(=O)([O-])[O-].[Cs+].[Cs+] (Cs2CO3). The solvent is CC(=O)C (acetone). Run at temperature 60 celsius, time 48 hour. Yields the product O=S1(N(CCCCN1C1=CC=CC=C1)C(=O)OC(C)(C)C)=O (tert-butyl 1,1-dioxo-7-phenyl-1λ6,2,7-thiadiazepane-2-carboxylate). Isolated yield 35.8%. RXN SMILES: [C:1]1([NH:7][S:8]([NH:11][C:12](=[O:18])[O:13][C:14]([CH3:17])([CH3:16])[CH3:15])(=[O:10])=[O:9])[CH:6]=[CH:5][CH:4]=[CH:3][CH:2]=1.Br[CH2:20][CH2:21][CH2:22][CH2:23]Br.C([O-])([O-])=O.[Cs+].[Cs+]>CC(C)=O>[O:10]=[S:8]1(=[O:9])[N:7]([C:1]2[CH:2]=[CH:3][CH:4]=[CH:5][CH:6]=2)[CH2:23][CH2:22][CH2:21][CH2:20][N:11]1[C:12]([O:13][C:14]([CH3:15])([CH3:17])[CH3:16])=[O:18] |f:2.3.4|. Reported procedure: To a solution of tert-butyl N-phenylsulfamoylcarbamate (2.0 g, 7.35 mmol) and 1,4-dibromobutane (1.6 g, 7.35 mmol) in acetone (30 mL) was added Cs2CO3 (7.2 g, 22.05 mmol) and the mixture was stirred at 60° C. for 48 hours. The reaction mixture was filtered and concentrated under reduced pressure to afford tert-butyl 1,1-dioxo-7-phenyl-1λ6,2,7-thiadiazepane-2-carboxylate as a yellow oil (860 mg, 39%). LCMS (ESI): m/z=271.1 [M−56+H]+. Reactants: CCC12COC(C(C)Br)(OC1)OC2, CC(C)(C)[O-], [K+], C1CCOC1, O. The product is C=CC12OCC(CC)(CO1)CO2. As a reaction SMILES: [Br:1][CH:2]([CH3:3])[C:4]12[O:5][CH2:6][C:7]([CH2:12][CH3:13])([CH2:8][O:9]1)[CH2:10][O:11]2.[CH3:14][C:15]([CH3:16])([O-:17])[CH3:18].[K+:19].[O:21]1[CH2:22][CH2:23][CH2:24][CH2:25]1.[OH2:20]>>[CH:2](=[CH2:3])[C:4]12[O:5][CH2:6][C:7]([CH2:12][CH3:13])([CH2:8][O:9]1)[CH2:10][O:11]2. Starting materials: C(C1=CC=CC=C1)OC=1C(=CC(=C(C1)C=1C=C2C=C(C(=CC2=CC1)OC)OC)[N+](=O)[O-])OC (6-(5-Benzyloxy-4-methoxy-2-nitrophenyl)-2,3-dimethoxy-naphthalene). Reagents/catalysts: [Pd] (palladium on carbon). The solvent is hexanes, C(C)(=O)OCC (ethyl acetate). The product is NC1=C(C=C(C(=C1)OC)OCC1=CC=CC=C1)C=1C=C2C=C(C(=CC2=CC1)OC)OC (6-(2-Amino-5-benzyloxy-4-methoxyphenyl)-2,3-dimethoxy-naphthalene). The yield is 73.1%. Reaction SMILES: [CH2:1]([O:8][C:9]1[C:10]([O:32][CH3:33])=[CH:11][C:12]([N+:29]([O-])=O)=[C:13]([C:15]2[CH:16]=[C:17]3[C:22](=[CH:23][CH:24]=2)[CH:21]=[C:20]([O:25][CH3:26])[C:19]([O:27][CH3:28])=[CH:18]3)[CH:14]=1)[C:2]1[CH:7]=[CH:6][CH:5]=[CH:4][CH:3]=1>C(OCC)(=O)C.[Pd]>[NH2:29][C:12]1[CH:11]=[C:10]([O:32][CH3:33])[C:9]([O:8][CH2:1][C:2]2[CH:3]=[CH:4][CH:5]=[CH:6][CH:7]=2)=[CH:14][C:13]=1[C:15]1[CH:16]=[C:17]2[C:22](=[CH:23][CH:24]=1)[CH:21]=[C:20]([O:25][CH3:26])[C:19]([O:27][CH3:28])=[CH:18]2. Procedure: Compound 39 (50 mg, 0.112 mmol) was hydrogenated in ethyl acetate (40 mL) at 30 lb./sq. in. using 10% palladium on carbon (15 mg) as catalyst for 16 hours. The solution was passed through a Celite bed and the catalyst was washed with ethyl acetate (10 mL×3). Concentration of the ethyl acetate solution in vacuo gave a crude product. Column chromatography was performed using a 35:65 mixture of hexanes:ethyl acetate as eluting solvent to give two compounds. The compound having the higher Rf materia... Starting materials: CS(C)=O, C[S+](C)(C)=O, CCCS(=O)(=O)c1ccc(C=NS(=O)C(C)(C)C)cc1, [H-], [I-], [Na+]. Product: CCCS(=O)(=O)c1ccc(C2CN2S(=O)C(C)(C)C)cc1. As a reaction SMILES: [CH3:29][S:30]([CH3:31])=[O:32].[CH3:4][S+:5]([CH3:6])([CH3:7])=[O:8].[CH3:9][C:10]([CH3:11])([CH3:12])[S:13](=[O:14])[N:15]=[CH:16][c:17]1[cH:18][cH:19][c:20]([S:23](=[O:24])(=[O:25])[CH2:26][CH2:27][CH3:28])[cH:21][cH:22]1.[H-:1].[I-:3].[Na+:2]>>[CH2:4]1[N:15]([S:13]([C:10]([CH3:9])([CH3:11])[CH3:12])=[O:14])[CH:16]1[c:17]1[cH:18][cH:19][c:20]([S:23](=[O:24])(=[O:25])[CH2:26][CH2:27][CH3:28])[cH:21][cH:22]1. Starting materials: NNC(=O)c1ccccc1, CC1(C)Oc2ccc(C#N)cc2C2OC21. Yields the product CC1(C)Oc2ccc(C#N)cc2C(NNC(=O)c2ccccc2)C1O. As a reaction SMILES: [C:16]([c:17]1[cH:18][cH:19][cH:20][cH:21][cH:22]1)(=[O:23])[NH:24][NH2:25].[C:1](#[N:2])[c:3]1[cH:4][cH:5][c:6]2[c:7]([cH:15]1)[CH:8]1[CH:9]([C:10]([CH3:12])([CH3:13])[O:11]2)[O:14]1>>[C:1](#[N:2])[c:3]1[cH:4][cH:5][c:6]2[c:7]([cH:15]1)[CH:8]([NH:25][NH:24][C:16]([c:17]1[cH:18][cH:19][cH:20][cH:21][cH:22]1)=[O:23])[CH:9]([OH:14])[C:10]([CH3:12])([CH3:13])[O:11]2. Reaction SMILES: [F:1][C:2]([F:31])([F:30])[C:3]1[CH:8]=[CH:7][CH:6]=[CH:5][C:4]=1[C:9]1[CH:10]=[N:11][C:12]2[C:17]([C:18]=1[C:19]1[CH:20]=[C:21]([NH2:25])[CH:22]=[CH:23][CH:24]=1)=[CH:16][CH:15]=[CH:14][C:13]=2[C:26]([F:29])([F:28])[F:27].[Cl:32][C:33]1[CH:38]=[CH:37][CH:36]=[CH:35][C:34]=1[N:39]=[C:40]=[O:41]>>[Cl:32][C:33]1[CH:38]=[CH:37][CH:36]=[CH:35][C:34]=1[NH:39][C:40]([NH:25][C:21]1[CH:22]=[CH:23][CH:24]=[C:19]([C:18]2[C:17]3[C:12](=[C:13]([C:26]([F:27])([F:28])[F:29])[CH:14]=[CH:15][CH:16]=3)[N:11]=[CH:10][C:9]=2[C:4]2[CH:5]=[CH:6][CH:7]=[CH:8][C:3]=2[C:2]([F:30])([F:1])[F:31])[CH:20]=1)=[O:41]. Yields the product ClC1=C(C=CC=C1)NC(=O)NC1=CC(=CC=C1)C1=C(C=NC2=C(C=CC=C12)C(F)(F)F)C1=C(C=CC=C1)C(F)(F)F (N-(2-CHLOROPHENYL)-N′-{3-[3-(2-TRIFLUOROMETHYLPHENYL)-8-(TRIFLUOROMETHYL)QUINOLIN-4-YL]PHENYL}UREA). Starting materials: FC(C1=C(C=CC=C1)C=1C=NC2=C(C=CC=C2C1C=1C=C(C=CC1)N)C(F)(F)F)(F)F ({3-[3-(2-trifluoromethylphenyl)-8-(trifluoromethyl)quinolin-4-yl]phenyl}amine), ClC1=C(C=CC=C1)N=C=O (2-chlorophenyl isocyanate). Procedure: The title compound was prepared from {3-[3-(2-trifluoromethylphenyl)-8-(trifluoromethyl)quinolin-4-yl]phenyl}amine and 2-chlorophenyl isocyanate in substantially the same manner as described in Example 65; off-white solid: mp 230-232° C.; MS (EI) m/z 587(M+H)+.